describe an organic reaction: reactants, conditions, products, and yield From a dataset of the Open Reaction Database (ORD), a public repository of structured organic reaction records. The reagents and catalysts are C=1C=CC(=CC1)[P](C=2C=CC=CC2)(C=3C=CC=CC3)[Pd]([P](C=4C=CC=CC4)(C=5C=CC=CC5)C=6C=CC=CC6)([P](C=7C=CC=CC7)(C=8C=CC=CC8)C=9C=CC=CC9)[P](C=1C=CC=CC1)(C=1C=CC=CC1)C=1C=CC=CC1 ((Ph3P)4Pd), [Cu]I (CuI). Conditions: time 4 hour. The solvent is CCOCC (ether), C1CCOC1 (THF). Isolated yield 85.8%. Product: [Si](C1=CC=CC=C1)(C1=CC=CC=C1)(C(C)(C)C)OCC=1C=C(C=CC1)C#CCCCCO (6-[3-(t-Butyldiphenylsilyloxymethyl)-phenyl]-hex-5-ynol). As a reaction SMILES: [C:1]([Si:5]([C:21]1[CH:26]=[CH:25][CH:24]=[CH:23][CH:22]=1)([C:15]1[CH:20]=[CH:19][CH:18]=[CH:17][CH:16]=1)[O:6][CH2:7][C:8]1[CH:13]=[CH:12][CH:11]=[C:10](I)[CH:9]=1)([CH3:4])([CH3:3])[CH3:2].[CH2:27]([OH:33])[CH2:28][CH2:29][CH2:30][C:31]#[CH:32].N1CCCCC1>C1COCC1.CCOCC.C1C=CC([P]([Pd]([P](C2C=CC=CC=2)(C2C=CC=CC=2)C2C=CC=CC=2)([P](C2C=CC=CC=2)(C2C=CC=CC=2)C2C=CC=CC=2)[P](C2C=CC=CC=2)(C2C=CC=CC=2)C2C=CC=CC=2)(C2C=CC=CC=2)C2C=CC=CC=2)=CC=1.[Cu]I>[Si:5]([O:6][CH2:7][C:8]1[CH:9]=[C:10]([C:32]#[C:31][CH2:30][CH2:29][CH2:28][CH2:27][OH:33])[CH:11]=[CH:12][CH:13]=1)([C:1]([CH3:4])([CH3:3])[CH3:2])([C:15]1[CH:20]=[CH:19][CH:18]=[CH:17][CH:16]=1)[C:21]1[CH:26]=[CH:25][CH:24]=[CH:23][CH:22]=1 |^1:53,55,74,93|. The reactants are C(C)(C)(C)[Si](OCC1=CC(=CC=C1)I)(C1=CC=CC=C1)C1=CC=CC=C1 (t-Butyl-diphenyl(3-iodo-benzyloxy)silane), C(CCCC#C)O (hex-5-ynol), N1CCCCC1 (piperidine). Procedure details: To a solution of t-Butyl-diphenyl(3-iodo-benzyloxy)silane (8.49 g, 18 mmol) in THF (70 mL) is added hex-5-ynol (2.5 mL, 22 mmol) and (Ph3P)4Pd (990 mg, 0.85 mmol) and CuI (171 mg, 0.9 mmol). This solution is degassed and placed under an argon atmosphere. To this solution is added piperidine (5.4 mL, 54 mmol) and stirring continued for 4 h. The reaction mixture is diluted with ether, washed with water and brine, dried over MgSO4 and concentrated. The residue is purified by flash chromatography (s... The reactants are C(C)(C)(C)OC(=O)NC1CN(CC1)S(=O)(=O)C=1C=2C(=CN=CC2C=CC1)Cl (3-(tert-Butoxycarbonylamino)-1-(4-chloro-5-isoquinolinesulfonyl)pyrrolidine), C(C)(C)(C)OC(=O)N[C@@H]1CN(CC1)S(=O)(=O)C=1C=2C(=CN=CC2C=CC1)Br ((S)-3-(tert-Butoxycarbonylamino)-1-(4-bromo-5-isoquinolinesulfonyl)pyrrolidine). Product: NC1CN(CC1)S(=O)(=O)C=1C=2C(=CN=C(C2C=CC1)O)Cl ((R/S)-3-Amino-1-(1-hydroxy-4-chloro-5-isoquinolinesulfonyl)pyrrolidine), Cl (hydrochloride). As a reaction SMILES: C(OC([NH:8][CH:9]1[CH2:13][CH2:12][N:11]([S:14]([C:17]2[C:18]3[C:19]([Cl:27])=[CH:20][N:21]=[CH:22][C:23]=3[CH:24]=[CH:25][CH:26]=2)(=[O:16])=[O:15])[CH2:10]1)=O)(C)(C)C.C([O:32]C(N[C@H]1CCN(S(C2C3C(Br)=CN=CC=3C=CC=2)(=O)=O)C1)=O)(C)(C)C>>[NH2:8][CH:9]1[CH2:13][CH2:12][N:11]([S:14]([C:17]2[C:18]3[C:19]([Cl:27])=[CH:20][N:21]=[C:22]([OH:32])[C:23]=3[CH:24]=[CH:25][CH:26]=2)(=[O:16])=[O:15])[CH2:10]1.[ClH:27]. Procedure details: Intermediate 16 can be used in the method of Example 6-1, Step A instead of Intermediate 1a, then the resultant can be used in the method of Step B in a similar manner, and then the title compound can be obtained as hydrochloride according to the method described in Example 7-1.